describe an organic reaction: reactants, conditions, products, and yield From a dataset of the Open Reaction Database (ORD), a public repository of structured organic reaction records. Starting materials: ClC1=C(C=CC2=CC=CC=C12)OC(CN)C (2-[(1-chloronaphthalen-2-yl)oxy]propan-1-amine), S1C(=CC=C1)C=O (thiophen-2-carbaldehyde). Yields the product ClC1=C(C=CC2=CC=CC=C12)OC(CNCC=1SC=CC1)C (2-[(1-chloronaphthalen-2-yl)oxy]-N-(thiophen-2-ylmethyl)propan-1-amine). Isolated yield 81.0%. As a reaction SMILES: [Cl:1][C:2]1[C:11]2[C:6](=[CH:7][CH:8]=[CH:9][CH:10]=2)[CH:5]=[CH:4][C:3]=1[O:12][CH:13]([CH3:16])[CH2:14][NH2:15].[S:17]1[CH:21]=[CH:20][CH:19]=[C:18]1[CH:22]=O>>[Cl:1][C:2]1[C:11]2[C:6](=[CH:7][CH:8]=[CH:9][CH:10]=2)[CH:5]=[CH:4][C:3]=1[O:12][CH:13]([CH3:16])[CH2:14][NH:15][CH2:22][C:18]1[S:17][CH:21]=[CH:20][CH:19]=1. Procedure: Prepared from 2-[(1-chloronaphthalen-2-yl)oxy]propan-1-amine and thiophen-2-carbaldehyde in 81% yield as a pale yellow oil. The reactants are Cc1ccccc1, O=C1CCCCC1, CCOC(=O)C(O)C(O)C(=O)OCC. Product: CCOC(=O)C1OC2(CCCCC2)OC1C(=O)OCC. Reaction SMILES: [CH3:22][c:23]1[cH:24][cH:25][cH:26][cH:27][cH:28]1.[O:15]=[C:16]1[CH2:17][CH2:18][CH2:19][CH2:20][CH2:21]1.[OH:1][CH:2]([C:3](=[O:4])[O:5][CH2:6][CH3:7])[CH:8]([C:9](=[O:10])[O:11][CH2:12][CH3:13])[OH:14]>>[O:1]1[CH:2]([C:3](=[O:4])[O:5][CH2:6][CH3:7])[CH:8]([C:9](=[O:10])[O:11][CH2:12][CH3:13])[O:14][C:16]12[CH2:17][CH2:18][CH2:19][CH2:20][CH2:21]2. The reagents and catalysts are C=1C=CC(=CC1)[P](C=2C=CC=CC2)(C=3C=CC=CC3)[Pd]([P](C=4C=CC=CC4)(C=5C=CC=CC5)C=6C=CC=CC6)([P](C=7C=CC=CC7)(C=8C=CC=CC8)C=9C=CC=CC9)[P](C=1C=CC=CC1)(C=1C=CC=CC1)C=1C=CC=CC1 (tetrakis(triphenylphosphine)palladium(0)). Yields the product ClC=1C=C(C=CC1F)C=1C=C2N(CC(NC2=CC1)=O)C(C)C (6-(3-Chloro-4-fluoro-phenyl)-4-isopropyl-3,4-dihydro-1H-quinoxalin-2-one). The reactants are C(C)(C)N1CC(NC2=CC=C(C=C12)B(O)O)=O ((3,4-dihydro-4-isopropyl-2-oxoquinoxalin-6-yl)boronic acid), BrC1=CC(=C(C=C1)F)Cl (4-bromo-2-chlorofluorobenzene), C([O-])([O-])=O.[K+].[K+] (potassium carbonate). The solvent is C(OC)COC (dimethoxyethane), C(C)O (ethanol), O (water), O (water). Procedure: A mixture of (3,4-dihydro-4-isopropyl-2-oxoquinoxalin-6-yl)boronic acid (2.4 g, 10 mmol), 4-bromo-2-chlorofluorobenzene (2 g, 10 mmol), potassium carbonate (4 g, 30 mmol), and tetrakis(triphenylphosphine)palladium(0) (0.46 g, 0.4 mmol) in dimethoxyethane (100 ml), ethanol (25 ml) and water (25 mol) was heated to reflux for 6 hrs. After cooling to room temperature the mixture was diluted with water and extracted with ethyl acetate (3×). The combined organic layers were washed with water, then bri... As a reaction SMILES: [CH:1]([N:4]1[C:13]2[C:8](=[CH:9][CH:10]=[C:11](B(O)O)[CH:12]=2)[NH:7][C:6](=[O:17])[CH2:5]1)([CH3:3])[CH3:2].Br[C:19]1[CH:24]=[CH:23][C:22]([F:25])=[C:21]([Cl:26])[CH:20]=1.C(=O)([O-])[O-].[K+].[K+]>C(COC)OC.C(O)C.O.C1C=CC([P]([Pd]([P](C2C=CC=CC=2)(C2C=CC=CC=2)C2C=CC=CC=2)([P](C2C=CC=CC=2)(C2C=CC=CC=2)C2C=CC=CC=2)[P](C2C=CC=CC=2)(C2C=CC=CC=2)C2C=CC=CC=2)(C2C=CC=CC=2)C2C=CC=CC=2)=CC=1>[Cl:26][C:21]1[CH:20]=[C:19]([C:11]2[CH:12]=[C:13]3[C:8](=[CH:9][CH:10]=2)[NH:7][C:6](=[O:17])[CH2:5][N:4]3[CH:1]([CH3:3])[CH3:2])[CH:24]=[CH:23][C:22]=1[F:25] |f:2.3.4,^1:46,48,67,86|. The reactants are COCC(OC=1C=C(C=C2C=C(NC12)C=1SC(CN1)CC(=O)O)OC=1C=NC(=CC1)S(=O)(=O)C)C ({2-[7-(2-methoxy-1-methylethoxy)-5-{[6-(methylsulfonyl)pyridin-3-yl]oxy}-1H-indol-2-yl]-4,5-dihydro-1,3-thiazol-5-yl}acetic acid), Cl.C(C)N=C=NCCCN(C)C (1-ethyl-3-(3-dimethylaminopropyl)carbodiimide hydrochloride), ON1N=NC2=C1C=CC=C2 (1-hydroxybenzotriazole), Cl.CN (methylamine hydrochloride). The solvent is O (Water), CN(C=O)C (N,N-dimethylformamide), C(C)N(CC)CC (triethylamine). Reaction conditions: time 15 hour. Yields the product COCC(OC=1C=C(C=C2C=C(NC12)C=1SC(CN1)CC(=O)NC)OC=1C=NC(=CC1)S(=O)(=O)C)C (2-{2-[7-(2-Methoxy-1-methylethoxy)-5-{[6-(methylsulfonyl)pyridin-3-yl]oxy}-1H-indol-2-yl]-4,5-dihydro-1,3-thiazol-5-yl}-N-methylacetamide). Yield: 62.4%. RXN SMILES: [CH3:1][O:2][CH2:3][CH:4]([CH3:35])[O:5][C:6]1[CH:7]=[C:8]([O:24][C:25]2[CH:26]=[N:27][C:28]([S:31]([CH3:34])(=[O:33])=[O:32])=[CH:29][CH:30]=2)[CH:9]=[C:10]2[C:14]=1[NH:13][C:12]([C:15]1[S:16][CH:17]([CH2:20][C:21](O)=[O:22])[CH2:18][N:19]=1)=[CH:11]2.Cl.[CH2:37]([N:39]=C=NCCCN(C)C)C.ON1C2C=CC=CC=2N=N1.Cl.CN>O.CN(C)C=O.C(N(CC)CC)C>[CH3:1][O:2][CH2:3][CH:4]([CH3:35])[O:5][C:6]1[CH:7]=[C:8]([O:24][C:25]2[CH:26]=[N:27][C:28]([S:31]([CH3:34])(=[O:33])=[O:32])=[CH:29][CH:30]=2)[CH:9]=[C:10]2[C:14]=1[NH:13][C:12]([C:15]1[S:16][CH:17]([CH2:20][C:21]([NH:39][CH3:37])=[O:22])[CH2:18][N:19]=1)=[CH:11]2 |f:1.2,4.5|. Reported procedure: A mixture of {2-[7-(2-methoxy-1-methylethoxy)-5-{[6-(methylsulfonyl)pyridin-3-yl]oxy}-1H-indol-2-yl]-4,5-dihydro-1,3-thiazol-5-yl}acetic acid (250 mg), 1-ethyl-3-(3-dimethylaminopropyl)carbodiimide hydrochloride (140 mg), 1-hydroxybenzotriazole (100 mg), methylamine hydrochloride (100 mg), triethylamine (120 mg) and N,N-dimethylformamide (3 mL) was stirred at room temperature for 15 h. Water was added to the mixture and the resultant was extracted with ethyl acetate. The organic layer was washed... Reactants: C(CCCCCCCCCCCCC)OC=1C=C(C=CC1)CC(=O)OC (3-(tetradecyloxy)benzeneacetic acid, methyl ester), [OH-].[K+] (potassium hydroxide), O (water). Solvent: C(C)O (ethyl alcohol). Product: C(CCCCCCCCCCCCC)OC=1C=C(C=CC1)CC(=O)O (m-Tetradecyloxyphenylacetic acid). The yield is 81.7%. As a reaction SMILES: [CH2:1]([O:15][C:16]1[CH:17]=[C:18]([CH2:22][C:23]([O:25]C)=[O:24])[CH:19]=[CH:20][CH:21]=1)[CH2:2][CH2:3][CH2:4][CH2:5][CH2:6][CH2:7][CH2:8][CH2:9][CH2:10][CH2:11][CH2:12][CH2:13][CH3:14].[OH-].[K+].O>C(O)C>[CH2:1]([O:15][C:16]1[CH:17]=[C:18]([CH2:22][C:23]([OH:25])=[O:24])[CH:19]=[CH:20][CH:21]=1)[CH2:2][CH2:3][CH2:4][CH2:5][CH2:6][CH2:7][CH2:8][CH2:9][CH2:10][CH2:11][CH2:12][CH2:13][CH3:14] |f:1.2|. Procedure: A mixture of 40.5 g of 3-(tetradecyloxy)benzeneacetic acid, methyl ester, 18.8 g of potassium hydroxide, 15 ml of water and 300 ml of ethyl alcohol is refluxed for 4 hours. The solvent is removed and the residue partitioned between chloroform and dilute hydrochloric acid. The organic layer is dried and evaporated to a residue which is crystallized from carbon tetrachloride:hexane to give 31.8 g of the desired product as a white solid.